This data is from the Open Reaction Database (ORD), a public repository of structured organic reaction records. The task is: describe an organic reaction: reactants, conditions, products, and yield Reactants: CCC(O)c1ccc(Br)nc1, O=C([O-])[O-], C1CCOC1, CC(=O)OI1(OC(C)=O)(OC(C)=O)OC(=O)c2ccccc21, ClCCl, [K+], [K+], O=[Mn]=O. Yields the product CCC(=O)c1ccc(Br)nc1. RXN SMILES: [Br:1][c:2]1[cH:3][cH:4][c:5]([CH:8]([CH2:9][CH3:10])[OH:11])[cH:6][n:7]1.[C:42](=[O:43])([O-:44])[O-:45].[CH2:34]1[O:35][CH2:36][CH2:37][CH2:38]1.[CH3:12][C:13]([O:14][I:15]1([O:25][C:26]([CH3:27])=[O:28])([O:29][C:30]([CH3:31])=[O:32])[c:16]2[c:17]([cH:18][cH:19][cH:20][cH:21]2)[C:22](=[O:23])[O:24]1)=[O:33].[Cl:39][CH2:40][Cl:41].[K+:46].[K+:47].[O:48]=[Mn:49]=[O:50]>>[Br:1][c:2]1[cH:3][cH:4][c:5]([C:8]([CH2:9][CH3:10])=[O:11])[cH:6][n:7]1. The solvent is O1CCOCC1 (dioxane). The reactants are O=C1N(CC2=CC=CC=C12)C(=O)NCCC1=CC=C(C=C1)S(=O)(=O)NC(=O)N (4-[2-(-1-oxo-isoindoline-2-carboxamido)ethyl]-benzenesulfonyl-urea), C(CCC)N (butylamine). RXN SMILES: [O:1]=[C:2]1[C:10]2[C:5](=[CH:6][CH:7]=[CH:8][CH:9]=2)[CH2:4][N:3]1[C:11]([NH:13][CH2:14][CH2:15][C:16]1[CH:21]=[CH:20][C:19]([S:22]([NH:25][C:26]([NH2:28])=[O:27])(=[O:24])=[O:23])=[CH:18][CH:17]=1)=[O:12].[CH2:29](N)[CH2:30][CH2:31][CH3:32]>O1CCOCC1>[O:1]=[C:2]1[C:10]2[C:5](=[CH:6][CH:7]=[CH:8][CH:9]=2)[CH2:4][N:3]1[C:11]([NH:13][CH2:14][CH2:15][C:16]1[CH:21]=[CH:20][C:19]([S:22]([NH:25][C:26]([NH:28][CH2:29][CH2:30][CH2:31][CH3:32])=[O:27])(=[O:24])=[O:23])=[CH:18][CH:17]=1)=[O:12]. Product: O=C1N(CC2=CC=CC=C12)C(=O)NCCC1=CC=C(C=C1)S(=O)(=O)NC(=O)NCCCC (N-(4-[2-(1-oxo-isoindoline-2-carboxamido)-ethyl]-benzenesulfonyl)-N'-butyl urea). Procedure: 4 g of N-(4-[2-(-1-oxo-isoindoline-2-carboxamido)ethyl]-benzenesulfonyl-urea (melting point 207°-209° C., prepared from 4-[2-(1-oxo-isoindoline-2-carboxamido)-ethyl]-benzenesulfonamide and potassium cyanate in 80% ethanol) and 0.73 g of butylamine in 100 ml of dioxane are refluxed for 1 hour. The solvent is then distilled off under reduced pressure, the residue is reprecipitated from very dilute ammonia and recrystallized from dilute acetone. The N-(4-[2-(1-oxo-isoindoline-2-carboxamido)-ethyl]-... Reactants: ClC=1C(N(C2=CC=CC=C2N1)C1=CC=C(C=C1)Cl)=O (3-chloro-1-(4-chlorophenyl)-1,2-dihydroquinoxalin-2-one), [C-]#N.[K+] (potassium cyanide), O (water). Solvent: CN(C=O)C (dimethylformamide). Reaction conditions: temperature 140 celsius. Product: ClC1=CC=C(C=C1)N1C(C(=NC2=CC=CC=C12)C#N)=O (1-(4-Chlorophenyl)-3-cyano-1,2-dihydroquinoxalin-2-one). The yield is 65.1%. Reaction SMILES: Cl[C:2]1[C:3](=[O:19])[N:4]([C:12]2[CH:17]=[CH:16][C:15]([Cl:18])=[CH:14][CH:13]=2)[C:5]2[C:10]([N:11]=1)=[CH:9][CH:8]=[CH:7][CH:6]=2.[C-:20]#[N:21].[K+].O>CN(C)C=O>[Cl:18][C:15]1[CH:16]=[CH:17][C:12]([N:4]2[C:5]3[C:10](=[CH:9][CH:8]=[CH:7][CH:6]=3)[N:11]=[C:2]([C:20]#[N:21])[C:3]2=[O:19])=[CH:13][CH:14]=1 |f:1.2|. Procedure details: A mixture of 3-chloro-1-(4-chlorophenyl)-1,2-dihydroquinoxalin-2-one (10.0 g) and potassium cyanide (2.5 g) in dry dimethylformamide (100 ml) was heated at 140° C. for 24 hours. The mixture was added to water and the product was extracted into chloroform. Evaporation of the solvent and crystallisation of the residue from ethanol gave the title compound (6.3 g) mp 232°-235° C. Reactants: C(=O)(O)CC1=C(CCCC1)N1N=C(C=CC1=O)C=1C(=NN2C1C=CC=C2)C2=CC=CC=C2 (3-[2-(2-carboxymethyl-1-cyclohexenyl)-3-oxo-2,3-dihydropyridazin-6-yl]-2-phenylpyrazolo[1,5-a]pyridine), Cl (hydrochloric acid). Solvent: O1CCCC1 (tetrahydrofuran), O1CCCC1 (tetrahydrofuran). Reaction conditions: time 5.5 hour. The product is OCCC1=C(CCCC1)N1N=C(C=CC1=O)C=1C(=NN2C1C=CC=C2)C2=CC=CC=C2 (3-[2-{2-(2-hydroxyethyl)-1-cyclohexenyl}-3-oxo-2,3-dihydropyridazin-6-yl]-2-phenylpyrazolo[1,5-a]pyridine). Isolated yield 56.9%. RXN SMILES: [C:1]([CH2:4][C:5]1[CH2:10][CH2:9][CH2:8][CH2:7][C:6]=1[N:11]1[C:16](=[O:17])[CH:15]=[CH:14][C:13]([C:18]2[C:19]([C:27]3[CH:32]=[CH:31][CH:30]=[CH:29][CH:28]=3)=[N:20][N:21]3[CH:26]=[CH:25][CH:24]=[CH:23][C:22]=23)=[N:12]1)(O)=[O:2].Cl>O1CCCC1>[OH:2][CH2:1][CH2:4][C:5]1[CH2:10][CH2:9][CH2:8][CH2:7][C:6]=1[N:11]1[C:16](=[O:17])[CH:15]=[CH:14][C:13]([C:18]2[C:19]([C:27]3[CH:32]=[CH:31][CH:30]=[CH:29][CH:28]=3)=[N:20][N:21]3[CH:26]=[CH:25][CH:24]=[CH:23][C:22]=23)=[N:12]1. Procedure details: To a solution on of 3-[2-(2-carboxymethyl-1-cyclohexenyl)-3-oxo-2,3-dihydropyridazin-6-yl]-2-phenylpyrazolo[1,5-a]pyridine (2.07 g) in tetrahydrofuran (40 ml) was added dropwise under nitrogen atmosphere a solution of borane-tetrahydrofuran complex in tetrahydrofuran (1M solution, 9.72 ml) at −100° C. over a period of 10 minutes. The reaction mixture was allowed to stir at room temperature for 5.5 hours. Then, the mixture was cooled to 10° C. in an ice bath and treated with 1N hydrochloric acid.... The reactants are CC(C)(C)OC(=O)N1CCC(CCOc2ccc(OCc3ccccc3)cc2)CC1, ClCCl. Yields the product c1ccc(COc2ccc(OCCC3CCNCC3)cc2)cc1. RXN SMILES: [CH2:1]([c:2]1[cH:3][cH:4][cH:5][cH:6][cH:7]1)[O:8][c:9]1[cH:10][cH:11][c:12]([O:13][CH2:14][CH2:15][CH:16]2[CH2:17][CH2:18][N:19]([C:22]([O:23][C:24]([CH3:25])([CH3:26])[CH3:27])=[O:28])[CH2:20][CH2:21]2)[cH:29][cH:30]1.[Cl:31][CH2:32][Cl:33]>>[CH2:1]([c:2]1[cH:3][cH:4][cH:5][cH:6][cH:7]1)[O:8][c:9]1[cH:10][cH:11][c:12]([O:13][CH2:14][CH2:15][CH:16]2[CH2:17][CH2:18][NH:19][CH2:20][CH2:21]2)[cH:29][cH:30]1. Reactants: S1C(=NC2=C1C=CC=C2)NC(=O)C=2C=CC=C1CCN(CC21)C2=CC=C(C(=N2)C(=O)OC(C)(C)C)C2=C(C(=CC=C2)Cl)C (tert-butyl 6-(8-(benzo[d]thiazol-2-ylcarbamoyl)-3,4-dihydroisoquinolin-2(1H)-yl)-3-(3-chloro-2-methylphenyl)picolinate), C1(CCCCC1)P(C1=C(C=CC=C1)C1=C(C=CC=C1OC(C)C)OC(C)C)C1CCCCC1 (dicyclohexyl(2′,6′-diisopropoxybiphenyl-2-yl)phosphine). The reagents and catalysts are C=1C=CC(=CC1)/C=C/C(=O)/C=C/C2=CC=CC=C2.C=1C=CC(=CC1)/C=C/C(=O)/C=C/C2=CC=CC=C2.C=1C=CC(=CC1)/C=C/C(=O)/C=C/C2=CC=CC=C2.[Pd].[Pd] (tris(dibenzylideneacetone)dipalladium(0)). Run in O1CCCC1 (tetrahydrofuran), CN1C(CCC1)=O (1-methyl-2-pyrrolidinone). Run at temperature 100 celsius. Yields the product S1C(=NC2=C1C=CC=C2)NC(=O)C=2C=CC=C1CCN(CC21)C2=CC=C(C(=N2)C(=O)OC(C)(C)C)C2=C(C(=CC=C2)CC2CCCCC2)C (tert-butyl 6-(8-(benzo[d]thiazol-2-ylcarbamoyl)-3,4-dihydroisoquinolin-2(1H)-yl)-3-(3-(cyclohexylmethyl)-2-methylphenyl)picolinate). RXN SMILES: [S:1]1[C:5]2[CH:6]=[CH:7][CH:8]=[CH:9][C:4]=2[N:3]=[C:2]1[NH:10][C:11]([C:13]1[CH:14]=[CH:15][CH:16]=[C:17]2[C:22]=1[CH2:21][N:20]([C:23]1[N:28]=[C:27]([C:29]([O:31][C:32]([CH3:35])([CH3:34])[CH3:33])=[O:30])[C:26]([C:36]3[CH:41]=[CH:40][CH:39]=[C:38](Cl)[C:37]=3[CH3:43])=[CH:25][CH:24]=1)[CH2:19][CH2:18]2)=[O:12].C1(P(C2CCCCC2)[C:51]2[CH:56]=[CH:55][CH:54]=[CH:53][C:52]=2[C:57]2C(OC(C)C)=CC=CC=2OC(C)C)CCCCC1>O1CCCC1.CN1CCCC1=O.C1C=CC(/C=C/C(/C=C/C2C=CC=CC=2)=O)=CC=1.C1C=CC(/C=C/C(/C=C/C2C=CC=CC=2)=O)=CC=1.C1C=CC(/C=C/C(/C=C/C2C=CC=CC=2)=O)=CC=1.[Pd].[Pd]>[S:1]1[C:5]2[CH:6]=[CH:7][CH:8]=[CH:9][C:4]=2[N:3]=[C:2]1[NH:10][C:11]([C:13]1[CH:14]=[CH:15][CH:16]=[C:17]2[C:22]=1[CH2:21][N:20]([C:23]1[N:28]=[C:27]([C:29]([O:31][C:32]([CH3:35])([CH3:34])[CH3:33])=[O:30])[C:26]([C:36]3[CH:41]=[CH:40][CH:39]=[C:38]([CH2:57][CH:52]4[CH2:53][CH2:54][CH2:55][CH2:56][CH2:51]4)[C:37]=3[CH3:43])=[CH:25][CH:24]=1)[CH2:19][CH2:18]2)=[O:12] |f:4.5.6.7.8|. Reported procedure: A mixture of EXAMPLE 107A (60 mg), dicyclohexyl(2′,6′-diisopropoxybiphenyl-2-yl)phosphine (RuPhos, 4.58 mg) and tris(dibenzylideneacetone)dipalladium(0) (2.25 mg) in tetrahydrofuran (0.5 mL) and 1-methyl-2-pyrrolidinone (0.5 mL) was stirred at room temperature for 5 minutes while bubbling N2 through the reaction mixture. To this solution was added 0.5 M (cyclohexylmethyl)zinc(II) bromide (0.393 mL) at room temperature. The reaction mixture in a sealed tube was heated in a preheated oil bath at 1... Reactants: Ferric chloride hexahydrate, C(CCC)N(CCCC)CCCC (tributylamine), ClC1=CC(=C(C=C1OC1CCCC1)NC(OCC)=O)F (ethyl N-(4-chloro-5-cyclopentyloxy-2-fluorophenyl)carbamate), OC(C(=O)OCC)C(=C)C (ethyl 2-hydroxy-3-methyl-3-butenoate), C(C)O (ethanol). The solvent is CCCCCC (hexane), C1(=CC=CC=C1)C (toluene). Conditions: temperature 200 celsius. Yields the product ClC1=CC(=C(C=C1OC1CCCC1)N1C(OC(C1=O)=C(C)C)=O)F (3-(4-chloro-5-cyclopentyloxy-2-fluorophenyl)-5-isopropylidene-1,3-oxazolidine-2,4-dione). The yield is 850.8%. Reaction SMILES: [CH2:1](N(CCCC)CCCC)[CH2:2][CH2:3]C.[Cl:14][C:15]1[C:20]([O:21][CH:22]2[CH2:26][CH2:25][CH2:24][CH2:23]2)=[CH:19][C:18]([NH:27][C:28](=[O:32])[O:29][CH2:30][CH3:31])=[C:17]([F:33])[CH:16]=1.[OH:34]C(C(C)=C)C(OCC)=O.C(O)C>CCCCCC.C1(C)C=CC=CC=1>[Cl:14][C:15]1[C:20]([O:21][CH:22]2[CH2:23][CH2:24][CH2:25][CH2:26]2)=[CH:19][C:18]([N:27]2[C:31](=[O:34])[C:30](=[C:2]([CH3:3])[CH3:1])[O:29][C:28]2=[O:32])=[C:17]([F:33])[CH:16]=1. Reported procedure: Ferric chloride hexahydrate (2.7 g, 0.01 mol), tributylamine (9.3 g, 0.05 mol) and ethyl N-(4-chloro-5-cyclopentyloxy-2-fluorophenyl)carbamate (151 g, 0.5 mol) were introduced into a three-necked flask (1 L) equipped with a mechanical stirrer and a Dean Stark, and the resulting mixture was heated to 200° C. with stirring to form a homogeneous solution. Then, ethyl 2-hydroxy-3-methyl-3-butenoate (108 g, 0.75 mol) was added dropwise over 4.8 hours, and after the addition, the solution was stirred ... Reactants: ClC1=CC(=NC=N1)C(=O)NC1=C(C=C(C=C1)O)C (6-chloro-N-(4-hydroxy-2-methylphenyl)pyrimidine-4-carboxamide), Intermediate 7, C(C)N(C(C)C)C(C)C (N-ethyldiisopropylamine), NC=1C(=CC=CC1)C (o-toluidine). Run in C(C)O (ethanol). Reaction conditions: temperature 160 celsius. Yields the product OC1=CC=C(C=C1)NC(=O)C1=NC=NC(=C1)NC1=C(C=CC=C1)C (N-(4-hydroxyphenyl)-6-[(2-methylphenyl)amino]pyrimidine-4-carboxamide). As a reaction SMILES: Cl[C:2]1[N:7]=[CH:6][N:5]=[C:4]([C:8]([NH:10][C:11]2[CH:16]=[CH:15][C:14]([OH:17])=[CH:13][C:12]=2C)=[O:9])[CH:3]=1.C(N(C(C)C)C(C)C)C.[NH2:28][C:29]1[C:30]([CH3:35])=[CH:31][CH:32]=[CH:33][CH:34]=1>C(O)C>[OH:17][C:14]1[CH:13]=[CH:12][C:11]([NH:10][C:8]([C:4]2[CH:3]=[C:2]([NH:28][C:29]3[CH:34]=[CH:33][CH:32]=[CH:31][C:30]=3[CH3:35])[N:7]=[CH:6][N:5]=2)=[O:9])=[CH:16][CH:15]=1. Procedure details: A solution of 6-chloro-N-(4-hydroxy-2-methylphenyl)pyrimidine-4-carboxamide, Intermediate 7 (50.0 mg; 0.20 mmol) in ethanol (3 mL) was treated with N-ethyldiisopropylamine (69 μl; 0.4 mmol) and o-toluidine (Fluka, 21.5 μl; 0.20 mmol). The reaction mixture was heated at 160° C. for 3 hours under microwave irradiation. The solvents were removed in vacuo, EtOAc was added and the organic phase was washed with a citric acid solution, dried over magnesium sulfate then evaporated in vacuo. The crude pr... Starting materials: BrCCC1=CC=C(C#N)C=C1 (4-(2-bromoethyl)benzonitrile), [H-].[Na+] (sodium hydride), [H][H] (hydrogen), C(CC(=O)OCC=C)(=O)OCC=C (diallyl malonate), [Cl-].[NH4+] (ammonium chloride). Reaction SMILES: [H-].[Na+].[H][H].[C:5]([O:14][CH2:15][CH:16]=[CH2:17])(=[O:13])[CH2:6][C:7]([O:9][CH2:10][CH:11]=[CH2:12])=[O:8].Br[CH2:19][CH2:20][C:21]1[CH:28]=[CH:27][C:24]([C:25]#[N:26])=[CH:23][CH:22]=1.[Cl-].[NH4+]>O1CCOCC1>[C:25]([C:24]1[CH:27]=[CH:28][C:21]([CH2:20][CH2:19][CH:6]([C:7]([O:9][CH2:10][CH:11]=[CH2:12])=[O:8])[C:5]([O:14][CH2:15][CH:16]=[CH2:17])=[O:13])=[CH:22][CH:23]=1)#[N:26] |f:0.1,5.6|. The solvent is O1CCOCC1 (dioxane), O1CCOCC1 (dioxane). Run at time 30 minute. The product is C(#N)C1=CC=C(C=C1)CCC(C(=O)OCC=C)C(=O)OCC=C (Diallyl 2-[2-(4-cyanophenyl)ethyl]malonate). Procedure: 5.59 g (139.88 mmol) of 60% pure sodium hydride are added in portions (caution: evolution of hydrogen) to a solution of 34.35 g (186.51 mmol) of diallyl malonate in 300 ml of dioxane at 0° C. The mixture is warmed to room temperature and then stirred at 40° C. for 30 minutes. Subsequently, at 40° C., 19.59 g (93.25 mol) of 4-(2-bromoethyl)benzonitrile, dissolved in 200 ml of dioxane, are slowly added dropwise, and the reaction solution is then stirred at 110° C. overnight. After cooling to room ... Reactants: FC1=C(C=CC(=C1)F)N1C=C(C(C2=CC(=C(C(=C12)F)F)F)=O)C(=O)O (1-(2,4-difluorophenyl)-6,7,8-trifluoro-1,4- dihydro-4-oxoquinoline-3-carboxylic acid), C1NCC2=CC=CC=C12 (isoindoline). Run in CN(C)C=O (DMF). Product: C1N(CC2=CC=CC=C12)C1=C(C=C2C(C(=CN(C2=C1F)C1=C(C=C(C=C1)F)F)C(=O)O)=O)F (7-(2-isoindolinyl)-1-(2,4-difluorophenyl)-6,8-difluoro-1,4-dihydro-4-oxoquinoline-3-carboxylic acid). Yield: 33.4%. RXN SMILES: [F:1][C:2]1[CH:7]=[C:6]([F:8])[CH:5]=[CH:4][C:3]=1[N:9]1[C:18]2[C:13](=[CH:14][C:15]([F:21])=[C:16](F)[C:17]=2[F:19])[C:12](=[O:22])[C:11]([C:23]([OH:25])=[O:24])=[CH:10]1.[CH2:26]1[C:34]2[C:29](=[CH:30][CH:31]=[CH:32][CH:33]=2)[CH2:28][NH:27]1>CN(C=O)C>[CH2:26]1[C:34]2[C:29](=[CH:30][CH:31]=[CH:32][CH:33]=2)[CH2:28][N:27]1[C:16]1[C:17]([F:19])=[C:18]2[C:13]([C:12](=[O:22])[C:11]([C:23]([OH:25])=[O:24])=[CH:10][N:9]2[C:3]2[CH:4]=[CH:5][C:6]([F:8])=[CH:7][C:2]=2[F:1])=[CH:14][C:15]=1[F:21]. Procedure: 178 mg of 1-(2,4-difluorophenyl)-6,7,8-trifluoro-1,4- dihydro-4-oxoquinoline-3-carboxylic acid, 179 mg of isoindoline, and 1.5 ml of anhydrous DMF were processed in the same manner as in Example 20 to produce 76 mg of the target compound.